Dataset: the Open Reaction Database (ORD), a public repository of structured organic reaction records. Task: describe an organic reaction: reactants, conditions, products, and yield Reactants: CC=1NC(=C(C(C1C(=O)OCC)C1=C(C=CC=C1)Cl)C(=O)OCC)CO (diethyl 2-methyl-4-(2-chlorophenyl)-6-hydroxymethyl-1,4-dihydropyridine-3,5-dicarboxylate), C1(=CC=CC=C1)P(C1=CC=CC=C1)C1=CC=CC=C1 (triphenylphosphine), C(Cl)(Cl)(Cl)Cl (carbon tetrachloride). Yields the product CC=1NC(=C(C(C1C(=O)OCC)C1=C(C=CC=C1)Cl)C(=O)OCC)CCl (diethyl 2-methyl-4-(2-chlorophenyl)-6-chloromethyl-1,4-dihydropyridine-3,5-dicarboxylate). As a reaction SMILES: [CH3:1][C:2]1[NH:3][C:4]([CH2:25]O)=[C:5]([C:20]([O:22][CH2:23][CH3:24])=[O:21])[CH:6]([C:13]2[CH:18]=[CH:17][CH:16]=[CH:15][C:14]=2[Cl:19])[C:7]=1[C:8]([O:10][CH2:11][CH3:12])=[O:9].C1(P(C2C=CC=CC=2)C2C=CC=CC=2)C=CC=CC=1.C(Cl)(Cl)(Cl)[Cl:47]>>[CH3:1][C:2]1[NH:3][C:4]([CH2:25][Cl:47])=[C:5]([C:20]([O:22][CH2:23][CH3:24])=[O:21])[CH:6]([C:13]2[CH:18]=[CH:17][CH:16]=[CH:15][C:14]=2[Cl:19])[C:7]=1[C:8]([O:10][CH2:11][CH3:12])=[O:9]. Procedure details: A mixture of diethyl 2-methyl-4-(2-chlorophenyl)-6-hydroxymethyl-1,4-dihydropyridine-3,5-dicarboxylate (379.8 mg) and triphenylphosphine (314.7 mg) in carbon tetrachloride (5 ml) was refluxed for 3.5 hours. After the solvent was removed, the residue was dried under reduced pressure to give diethyl 2-methyl-4-(2-chlorophenyl)-6-chloromethyl-1,4-dihydropyridine-3,5-dicarboxylate. To this residue in 99% ethanol (10 ml) was added N-methylpiperazine (200 mg) and the solution was stirred at room tempe...